From a dataset of the Open Reaction Database (ORD), a public repository of structured organic reaction records. describe an organic reaction: reactants, conditions, products, and yield Solvent: CO.C1CCOC1 (methanol THF). Yields the product C(#N)C=1C=C(C=C(C1O)F)C=1C=C(C(=O)OC)C=CN1 (methyl 2-(3-cyano-5-fluoro-4-hydroxyphenyl)isonicotinate). Reactants: C(#N)C=1C=C(C=C(C1OCC1=CC=CC=C1)F)C=1C=C(C(=O)OC)C=CN1 (Methyl 2-(3-cyano-4-benzyloxy-5-fluorophenyl)isonicotinate). The reagents and catalysts are [C].[Pd] (palladium-carbon). Reaction SMILES: [C:1]([C:3]1[CH:4]=[C:5]([C:18]2[CH:19]=[C:20]([CH:25]=[CH:26][N:27]=2)[C:21]([O:23][CH3:24])=[O:22])[CH:6]=[C:7]([F:17])[C:8]=1[O:9]CC1C=CC=CC=1)#[N:2]>CO.C1COCC1.[C].[Pd]>[C:1]([C:3]1[CH:4]=[C:5]([C:18]2[CH:19]=[C:20]([CH:25]=[CH:26][N:27]=2)[C:21]([O:23][CH3:24])=[O:22])[CH:6]=[C:7]([F:17])[C:8]=1[OH:9])#[N:2] |f:1.2,3.4|. Procedure: Methyl 2-(3-cyano-4-benzyloxy-5-fluorophenyl)isonicotinate is stirred at room temperature in methanol-THF (1:1) under a hydrogen atmosphere at normal pressure in the presence of palladium-carbon to obtain methyl 2-(3-cyano-5-fluoro-4-hydroxyphenyl)isonicotinate. FN: 271. The reactants are C, CN(C)S(=O)(=O)C1CCN(C(=O)OCc2ccccc2)CC1, CO, [H][H], [Pd]. Product: CN(C)S(=O)(=O)C1CCNCC1. As a reaction SMILES: [C:25].[CH3:1][N:2]([S:3](=[O:4])(=[O:5])[CH:6]1[CH2:7][CH2:8][N:9]([C:12]([O:13][CH2:14][c:15]2[cH:16][cH:17][cH:18][cH:19][cH:20]2)=[O:21])[CH2:10][CH2:11]1)[CH3:22].[CH3:27][OH:28].[H:23][H:24].[Pd:26]>>[CH3:1][N:2]([S:3](=[O:4])(=[O:5])[CH:6]1[CH2:7][CH2:8][NH:9][CH2:10][CH2:11]1)[CH3:22]. The reactants are [Br-], CC(C)(C)C(=O)C(CCOc1ccccc1)n1cncn1, C[Mg+], [Cl-], [NH4+], C1CCOC1. Product: CC(C)(C)C(C)(O)C(CCOc1ccccc1)n1cncn1. RXN SMILES: [Br-:22].[CH3:1][C:2]([CH3:3])([C:4]([CH:5]([CH2:6][CH2:7][O:8][c:9]1[cH:10][cH:11][cH:12][cH:13][cH:14]1)[n:15]1[n:16][cH:17][n:18][cH:19]1)=[O:20])[CH3:21].[CH3:23][Mg+:24].[Cl-:25].[NH4+:26].[O:27]1[CH2:28][CH2:29][CH2:30][CH2:31]1>>[CH3:1][C:2]([CH3:3])([C:4]([CH:5]([CH2:6][CH2:7][O:8][c:9]1[cH:10][cH:11][cH:12][cH:13][cH:14]1)[n:15]1[n:16][cH:17][n:18][cH:19]1)([OH:20])[CH3:23])[CH3:21].